Dataset: the Open Reaction Database (ORD), a public repository of structured organic reaction records. Task: describe an organic reaction: reactants, conditions, products, and yield The reactants are CCOC(=O)C.C(Cl)Cl (EtOAc CH2Cl2), BrC1=C2C=CN(C(C2=C(C=C1)[N+](=O)[O-])=O)C (5-bromo-8-nitro-2-methylisoquinolin-1(2H)-one), BrC1=C2C=CN(C(C2=C(C=C1)[N+](=O)[O-])=O)C (5-bromo-8-nitro-2-methylisoquinolin-1(2H)-one), Cl (HCl). The reagents and catalysts are [Fe] (iron). Run in C(C)O (ethanol). The product is NC=1C=CC(=C2C=CN(C(C12)=O)C)Br (8-Amino-5-bromo-2-methylisoquinolin-1(2H)-one). Isolated yield 39.5%. RXN SMILES: [Br:1][C:2]1[CH:11]=[CH:10][C:9]([N+:12]([O-])=O)=[C:8]2[C:3]=1[CH:4]=[CH:5][N:6]([CH3:16])[C:7]2=[O:15].Cl.CCOC(C)=O.C(Cl)Cl>C(O)C.[Fe]>[NH2:12][C:9]1[CH:10]=[CH:11][C:2]([Br:1])=[C:3]2[C:8]=1[C:7](=[O:15])[N:6]([CH3:16])[CH:5]=[CH:4]2 |f:2.3|. Reported procedure: To a solution of 5-bromo-8-nitro-2-methylisoquinolin-1(2H)-one (Compound 123B, 0.350 g, 1.2 mmol) in ethanol (15 mL) was added iron powder (0.5 g) and 2 N HCl (3 mL). The resulting mixture was heated at reflux for 2 h. TLC (EtOAc/CH2Cl2: 1:9) showed the reaction was complete. After cooled to room temperature, the reaction mixture was filtered, solids washed with ethanol/CH2Cl2 mixture. The combined filtrate was evaporated to dryness, neutralized with aq. Na2CO3 (20 mL), and extracted with EtOAc ... Starting materials: C(=O)NC=1SC=C(N1)C(C(=O)NC1[C@@H]2N(C(=C(CS2)CSC)C(=O)O)C1=O)=O (7-[(2-formamidothiazol-4-yl)-glyoxylamido]3-methylthiomethyl-3-cephem-4-carboxylic acid), Cl (hydrochloric acid), C([O-])(O)=O.[Na+] (sodium bicarbonate). Solvent: CO (methanol). Reaction conditions: time 2 hour. The product is NC=1SC=C(N1)C(C(=O)NC1[C@@H]2N(C(=C(CS2)CSC)C(=O)O)C1=O)=O (7-[(2-aminothiazol-4-yl)glyoxylamido]-3-methylthiomethyl-3-cephem-4-carboxylic acid). The yield is 39.1%. RXN SMILES: C([NH:3][C:4]1[S:5][CH:6]=[C:7]([C:9](=[O:28])[C:10]([NH:12][CH:13]2[C:26](=[O:27])[N:15]3[C:16]([C:23]([OH:25])=[O:24])=[C:17]([CH2:20][S:21][CH3:22])[CH2:18][S:19][C@H:14]23)=[O:11])[N:8]=1)=O.Cl.C(=O)(O)[O-].[Na+]>CO>[NH2:3][C:4]1[S:5][CH:6]=[C:7]([C:9](=[O:28])[C:10]([NH:12][CH:13]2[C:26](=[O:27])[N:15]3[C:16]([C:23]([OH:25])=[O:24])=[C:17]([CH2:20][S:21][CH3:22])[CH2:18][S:19][C@H:14]23)=[O:11])[N:8]=1 |f:2.3|. Reported procedure: A mixture of 7-[(2-formamidothiazol-4-yl)-glyoxylamido]3-methylthiomethyl-3-cephem-4-carboxylic acid (3.0 g) and conc. hydrochloric acid (3 ml) in methanol (50 ml) was stirred at ambient temperature for 2 hours. The reaction mixture was adjusted to pH 5-6 with an aqueous solution of sodium bicarbonate and then concentrated under reduced pressure. The precipitated crystals in the concentrate were collected by filtration to give 7-[(2-aminothiazol-4-yl)glyoxylamido]-3-methylthiomethyl-3-cephem-4-c... Reactants: CCOC(C)=O, CCN(C(C)C)C(C)C, CC(Br)c1cnc(Cl)nc1Cl, COc1ccc(Cl)c(N)c1, Cl. The product is COc1ccc(Cl)c(NC(C)c2cnc(Cl)nc2Cl)c1. As a reaction SMILES: [CH3:32][CH2:33][O:34][C:35](=[O:36])[CH3:37].[CH:12]([N:13]([CH2:14][CH3:15])[CH:16]([CH3:17])[CH3:18])([CH3:19])[CH3:20].[Cl:1][c:2]1[n:3][cH:4][c:5]([CH:9]([CH3:10])[Br:11])[c:6]([Cl:8])[n:7]1.[Cl:22][c:23]1[c:24]([NH2:25])[cH:26][c:27]([O:30][CH3:31])[cH:28][cH:29]1.[ClH:21]>>[Cl:1][c:2]1[n:3][cH:4][c:5]([CH:9]([CH3:10])[NH:25][c:24]2[c:23]([Cl:22])[cH:29][cH:28][c:27]([O:30][CH3:31])[cH:26]2)[c:6]([Cl:8])[n:7]1. Starting materials: CC#N, CC1(C)OB(c2ccc(OCc3ccccn3)c(F)c2)OC1(C)C, O=C1CCC(=O)N1I, [K+], [K+], [K+], CC(C)(C#N)N=NC(C)(C)C#N, CN(C)C=O, O=P([O-])([O-])[O-], Nc1ncnc2[nH]ncc12. As a reaction SMILES: [CH3:63][C:64]#[N:65].[F:39][c:40]1[c:41]([O:42][CH2:43][c:44]2[n:45][cH:46][cH:47][cH:48][cH:49]2)[cH:50][cH:51][c:52]([B:54]2[O:55][C:56]([CH3:57])([CH3:58])[C:59]([CH3:60])([CH3:61])[O:62]2)[cH:53]1.[I:11][N:12]1[C:13](=[O:14])[CH2:15][CH2:16][C:17]1=[O:18].[K+:36].[K+:37].[K+:38].[N:19]#[C:20][C:21]([N:22]=[N:23][C:24]([C:25]#[N:26])([CH3:27])[CH3:28])([CH3:29])[CH3:30].[O:66]=[CH:67][N:68]([CH3:69])[CH3:70].[P:31]([O-:32])([O-:33])([O-:34])=[O:35].[nH:1]1[n:2][cH:3][c:4]2[c:5]1[n:6][cH:7][n:8][c:9]2[NH2:10]>>[nH:1]1[n:2][c:3](-[c:52]2[cH:51][cH:50][c:41]([O:42][CH2:43][c:44]3[n:45][cH:46][cH:47][cH:48][cH:49]3)[c:40]([F:39])[cH:53]2)[c:4]2[c:5]1[n:6][cH:7][n:8][c:9]2[NH2:10]. The product is Nc1ncnc2[nH]nc(-c3ccc(OCc4ccccn4)c(F)c3)c12. Procedure: To a solution of 5-chloro-N-{(1S)-2-cyclohexyl-1-[(1,3-dioxo-1,3-dihydro-2H-isoindol-2-yl)methyl]ethyl}-4-(1-methyl-1H-pyrazol-5-yl)-2-thiophenecarboxamide (168 mg, 0.33 mmol) in tetrahydrofuran (1.644 ml) and methanol (1.644 ml) at 25° C. was added hydrazine (0.10 ml, 3.29 mmol) dropwise. After 12 h, the solution was concentrated, dry loaded onto silica and purified by column chromatography (silica, 5% MeOH in DCM (1% NH4OH)). The free base was then transferred to the HCl salt adding excess 4M ... Yields the product NC[C@H](CC1CCCCC1)NC(=O)C=1SC(=C(C1)C1=CC=NN1C)Cl (N-[(1S)-2-amino-1-(cyclohexylmethyl)ethyl]-5-chloro-4-(1-methyl-1H-pyrazol-5-yl)-2-thiophenecarboxamide). Reactants: ClC1=C(C=C(S1)C(=O)N[C@@H](CC1CCCCC1)CN1C(C2=CC=CC=C2C1=O)=O)C1=CC=NN1C (5-chloro-N-{(1S)-2-cyclohexyl-1-[(1,3-dioxo-1,3-dihydro-2H-isoindol-2-yl)methyl]ethyl}-4-(1-methyl-1H-pyrazol-5-yl)-2-thiophenecarboxamide), NN (hydrazine). Reaction conditions: time 12 hour. Run in O1CCCC1 (tetrahydrofuran), CO (methanol). As a reaction SMILES: [Cl:1][C:2]1[S:6][C:5]([C:7]([NH:9][C@H:10]([CH2:18][N:19]2C(=O)C3C(=CC=CC=3)C2=O)[CH2:11][CH:12]2[CH2:17][CH2:16][CH2:15][CH2:14][CH2:13]2)=[O:8])=[CH:4][C:3]=1[C:30]1[N:34]([CH3:35])[N:33]=[CH:32][CH:31]=1.NN>O1CCCC1.CO>[NH2:19][CH2:18][C@@H:10]([NH:9][C:7]([C:5]1[S:6][C:2]([Cl:1])=[C:3]([C:30]2[N:34]([CH3:35])[N:33]=[CH:32][CH:31]=2)[CH:4]=1)=[O:8])[CH2:11][CH:12]1[CH2:13][CH2:14][CH2:15][CH2:16][CH2:17]1. Yield: 51.5%.